From a dataset of the Open Reaction Database (ORD), a public repository of structured organic reaction records. describe an organic reaction: reactants, conditions, products, and yield Reactants: ClC=1C=CC(=C(NC(C(=O)OCC)=O)C1)O (ethyl 5-chloro-2-hydroxyoxanilate), C1(=CC=C(C=C1)S(=O)(=O)O)C (p-toluenesulfonic acid). Isolated yield 300.7%. As a reaction SMILES: [Cl:1][C:2]1[CH:3]=[CH:4][C:5]([OH:16])=[C:6]([CH:15]=1)[NH:7][C:8](=[O:14])[C:9]([O:11][CH2:12][CH3:13])=[O:10].[C:17]1(C)C=CC(S(O)(=O)=O)=CC=1>C(O)CC>[Cl:1][C:2]1[CH:3]=[CH:4][C:5]([OH:16])=[C:6]([CH:15]=1)[NH:7][C:8](=[O:14])[C:9]([O:11][CH2:12][CH2:13][CH3:17])=[O:10]. Solvent: C(CC)O (n-propanol). The product is ClC=1C=CC(=C(NC(C(=O)OCCC)=O)C1)O (n-propyl 5-chloro-2-hydroxyoxanilate). Conditions: temperature 100 celsius, time 2 day. Reported procedure: A mixture of 2.5 g of ethyl 5-chloro-2-hydroxyoxanilate, 200 mg of p-toluenesulfonic acid, and 100 ml of n-propanol was stirred for 2 days at 100° C. The reaction mixture was concentrated under reduced pressure and the residue was washed with ether and recrystallized from n-propanol to provide 0.9 g of n-propyl 5-chloro-2-hydroxyoxanilate. The reactants are COC(=O)C(Cc1ccccc1)NC(=O)CCc1ccc(O)cc1, Cl, [Li+], C1CCOC1, [OH-]. Yields the product O=C(CCc1ccc(O)cc1)NC(Cc1ccccc1)C(=O)O. Reaction SMILES: [CH3:1][O:2][C:3]([CH:4]([CH2:5][c:6]1[cH:7][cH:8][cH:9][cH:10][cH:11]1)[NH:12][C:13]([CH2:14][CH2:15][c:16]1[cH:17][cH:18][c:19]([OH:22])[cH:20][cH:21]1)=[O:23])=[O:24].[ClH:27].[Li+:25].[O:28]1[CH2:29][CH2:30][CH2:31][CH2:32]1.[OH-:26]>>[O:2]=[C:3]([CH:4]([CH2:5][c:6]1[cH:7][cH:8][cH:9][cH:10][cH:11]1)[NH:12][C:13]([CH2:14][CH2:15][c:16]1[cH:17][cH:18][c:19]([OH:22])[cH:20][cH:21]1)=[O:23])[OH:24]. Starting materials: ClC1=NC=CC2=C(C=CC=C12)NC(=O)NCC1=CC=C(C=C1)C(F)(F)F (N-(1-Chloroisoquinolin-5-yl)-N′-[4-(trifluoromethyl)benzyl]urea), CNC (dimethylamine). The solvent is C(C)O (ethanol). Conditions: temperature 100 celsius. The product is CN(C1=NC=CC2=C(C=CC=C12)NC(=O)NCC1=CC=C(C=C1)C(F)(F)F)C (N-[1-(Dimethylamino)isoquinolin-5-yl]-N′-[4-(trifluoromethyl)benzyl]urea). Reaction SMILES: Cl[C:2]1[C:11]2[C:6](=[C:7]([NH:12][C:13]([NH:15][CH2:16][C:17]3[CH:22]=[CH:21][C:20]([C:23]([F:26])([F:25])[F:24])=[CH:19][CH:18]=3)=[O:14])[CH:8]=[CH:9][CH:10]=2)[CH:5]=[CH:4][N:3]=1.[CH3:27][NH:28][CH3:29]>C(O)C>[CH3:27][N:28]([CH3:29])[C:2]1[C:11]2[C:6](=[C:7]([NH:12][C:13]([NH:15][CH2:16][C:17]3[CH:22]=[CH:21][C:20]([C:23]([F:26])([F:25])[F:24])=[CH:19][CH:18]=3)=[O:14])[CH:8]=[CH:9][CH:10]=2)[CH:5]=[CH:4][N:3]=1. Reported procedure: N-(1-Chloroisoquinolin-5-yl)-N′-(4-trifluoromethylbenzyl)urea (Example 69; 60 mg) was suspended in ethanol (5 ml). Ethanolic dimethylamine (33%, 2 ml) was added and the mixture heated to 100° C. in a sealed tube for 16 hours after which time TLC indicated complete reaction. The reaction mixture was evaporated and the residue purified by preparative thin layer chromatography (5% methanol-dichloromethane eluant) to give the title compound (20 mg). m/z (ES+) 389 (M+H)+. Starting materials: BrN1C(CCC1=O)=O (N-bromosuccinimide), O (water), ClC=1C(=NC=C(C1)C(F)(F)F)C1=CC(=NC=2N1N=CN2)CC (7-(3-chloro-5-(trifluoromethyl)pyridin-2-yl)-5-ethyl-[1,2,4]triazolo[1,5-a]pyrimidine). Reagents/catalysts: CC(C)(C#N)N=NC(C)(C)C#N (azobisisobutylonitrile). Run in C(Cl)(Cl)Cl (chloroform). Reaction conditions: time 8 hour. Yields the product BrC(C)C1=NC=2N(C(=C1)C1=NC=C(C=C1Cl)C(F)(F)F)N=CN2 (5-(1-bromoethyl)-7-(3-chloro-5-(trifluoromethyl)pyridin-2-yl)-[1,2,4]triazolo[1,5-a]pyrimidine). Yield: 62.5%. RXN SMILES: [Br:1]N1C(=O)CCC1=O.[Cl:9][C:10]1[C:11]([C:20]2[N:25]3[N:26]=[CH:27][N:28]=[C:24]3[N:23]=[C:22]([CH2:29][CH3:30])[CH:21]=2)=[N:12][CH:13]=[C:14]([C:16]([F:19])([F:18])[F:17])[CH:15]=1.O>C(Cl)(Cl)Cl.CC(N=NC(C#N)(C)C)(C#N)C>[Br:1][CH:29]([C:22]1[CH:21]=[C:20]([C:11]2[C:10]([Cl:9])=[CH:15][C:14]([C:16]([F:17])([F:19])[F:18])=[CH:13][N:12]=2)[N:25]2[N:26]=[CH:27][N:28]=[C:24]2[N:23]=1)[CH3:30]. Procedure details: 4.47 g of N-bromosuccinimide and 50 mg of azobisisobutylonitrile (AIBN) were added to a solution having 5.76 g of 7-(3-chloro-5-(trifluoromethyl)pyridin-2-yl)-5-ethyl-[1,2,4]triazolo[1,5-a]pyrimidine dissolved in 30 mL of chloroform, followed by stirring overnight under reflux with heating. After completion of the reaction, water was added to the reaction liquid, followed by extraction with ethyl acetate, the organic layer was dried over anhydrous sodium sulfate, and the solvent was distilled of...